This data is from the Open Reaction Database (ORD), a public repository of structured organic reaction records. The task is: describe an organic reaction: reactants, conditions, products, and yield Reactants: ClC1=C2C(=NC3=CC=CC=C13)N(N=C2C)C2=NC=CC=C2 (4-chloro-3-methyl-1-(2-pyridinyl)-1H-pyrazolo[3,4-b]quinoline), [C-]#N.[K+] (potassium cyanide), C1COCCOCCOCCOCCOCCO1 (18-crown-6), [OH-].[Na+] (sodium hydroxide). The product is CC1=NN(C2=NC3=CC=CC=C3C(=C21)C#N)C2=NC=CC=C2 (3-Methyl-1-(2-pyridinyl)-1H-pyrazolo[3,4-b]quinoline-4-carbonitrile). Yield: 50.1%. Procedure: A solution of 4-chloro-3-methyl-1-(2-pyridinyl)-1H-pyrazolo[3,4-b]quinoline (5.89 g, 20.0 mmol), potassium cyanide (2.04 g, 31.3 mmol) and 18-crown-6 (6.96 g, 26.3 mmol) in tetrahydrofuran (90 mL) and acetonitrile (90 mL) was heated under reflux for 8 hours. The solution was allowed to cool to room temperature, and poured into water. The solution was made weakly basic by the addition of a sodium hydroxide solution, and extracted with chloroform. The extract was washed with saturated brine and dr... Reaction SMILES: Cl[C:2]1[C:11]2[C:6](=[CH:7][CH:8]=[CH:9][CH:10]=2)[N:5]=[C:4]2[N:12]([C:16]3[CH:21]=[CH:20][CH:19]=[CH:18][N:17]=3)[N:13]=[C:14]([CH3:15])[C:3]=12.[C-:22]#[N:23].[K+].C1OCCOCCOCCOCCOCCOC1.[OH-].[Na+]>O1CCCC1.C(#N)C.O>[CH3:15][C:14]1[C:3]2[C:4](=[N:5][C:6]3[C:11]([C:2]=2[C:22]#[N:23])=[CH:10][CH:9]=[CH:8][CH:7]=3)[N:12]([C:16]2[CH:21]=[CH:20][CH:19]=[CH:18][N:17]=2)[N:13]=1 |f:1.2,4.5|. Run in O1CCCC1 (tetrahydrofuran), C(C)#N (acetonitrile), O (water).